Dataset: the Open Reaction Database (ORD), a public repository of structured organic reaction records. Task: describe an organic reaction: reactants, conditions, products, and yield Reactants: Cl.CNOC (N,O-dimethylhydroxylamine hydrochloride), COC=1C=C(C(=O)OC)C=C(C1)S(F)(F)(F)(F)F (Methyl 3-methoxy-5-(pentafluorosulfanyl)benzoate), C(C)(C)[Mg]Br (isopropylmagnesium bromide). Solvent: C1CCOC1 (THF). Run at temperature -15 celsius, time 20 minute. Yields the product COC=1C=C(C(=O)N(C)OC)C=C(C1)S(F)(F)(F)(F)F (3,N-Dimethoxy-N-methyl-5-(pentafluorosulfanyl)benzamide). The yield is 64.8%. Reaction SMILES: [CH3:1][O:2][C:3]1[CH:4]=[C:5]([CH:10]=[C:11]([S:13]([F:18])([F:17])([F:16])([F:15])[F:14])[CH:12]=1)[C:6](OC)=[O:7].Cl.[CH3:20][NH:21][O:22][CH3:23].C([Mg]Br)(C)C>C1COCC1>[CH3:1][O:2][C:3]1[CH:4]=[C:5]([CH:10]=[C:11]([S:13]([F:16])([F:18])([F:17])([F:14])[F:15])[CH:12]=1)[C:6]([N:21]([O:22][CH3:23])[CH3:20])=[O:7] |f:1.2|. Procedure: Methyl 3-methoxy-5-(pentafluorosulfanyl)benzoate (O4.007; 2.5 g) was dissolved in absolute THF (65 ml), and N,O-dimethylhydroxylamine hydrochloride (1.2 g) was added. Then the mixture was cooled to −15° C. and isopropylmagnesium bromide solution (13.59 ml, 2 M in THF) was added dropwise. After 20 min, the cooling bath was removed and the mixture was stirred at RT for 1 h. Then ammonium chloride solution was added and the aqueous phase was extracted three times with ethyl acetate. The combined ex... The reactants are CN1CCN(S1(=O)=O)CC1=CC=C(C=C1)[N+](=O)[O-] (5-Methyl- 2-(4-nitrobenzyl)-1,2,5-thiadiazolidine-1,1-dioxide), C(C)O (ethanol), C(C)(=O)OCC (ethyl acetate), Cl (hydrochloric acid). The reagents and catalysts are [Pd] (palladium on carbon). Run in O (water). Yields the product Cl.NC1=CC=C(CN2S(N(CC2)C)(=O)=O)C=C1 (2-(4-Aminobenzyl)-5-methyl-1,2,5-thiadiazolidine-1,1-dioxide. Hydrochloride). The yield is 99.5%. As a reaction SMILES: [CH3:1][N:2]1[S:6](=[O:8])(=[O:7])[N:5]([CH2:9][C:10]2[CH:15]=[CH:14][C:13]([N+:16]([O-])=O)=[CH:12][CH:11]=2)[CH2:4][CH2:3]1.C(O)C.C(OCC)(=O)C.[ClH:28]>[Pd].O>[ClH:28].[NH2:16][C:13]1[CH:12]=[CH:11][C:10]([CH2:9][N:5]2[CH2:4][CH2:3][N:2]([CH3:1])[S:6]2(=[O:8])=[O:7])=[CH:15][CH:14]=1 |f:6.7|. Reported procedure: A suspension of the product from Step 1 (20 g, 74.72 mmol) in a mixture of absolute ethanol (300 ml), ethyl acetate (150 ml), 2N hydrochloric acid (39 ml) and water (25 ml), was hydrogenated at 30 psi for 7 minutes over 10% palladium on carbon (2 g). The catalyst was removed by filtration, washed with ethanol (2×30 ml) and solvents were removed under vacuum. The remaining residue was azeotropically dried with absolute ethanol (1×150 ml) and further dried at high vacuum to give 20.36 g (99.5%) of... Starting materials: CC1=C(C=C(C(=O)O)C=C1[N+](=O)[O-])[N+](=O)[O-] (4-Methyl-3,5-dinitrobenzoic Acid), CO (methanol), S(=O)(Cl)Cl (thionyl chloride). Procedure: To a mixture of 4-methyl-3,5-dinitro-benzoic acid (3) (35.1 g, 155 mmol) in anhydrous methanol (250 mL) is slowly added thionyl chloride (4 mL, 54 mmol). The resulting solution is heated to reflux for 16 hours. The solution is cooled to room temperature and then further cooled in an ice-water bath. The solid that forms is filtered and dried to give 4-methyl-3,5-dinitro-benzoic acid, methyl ester (32) (33.5 g, 139.5 mmol, 90% yield), as a white crystalline solid. As a reaction SMILES: [CH3:1][C:2]1[C:10]([N+:11]([O-:13])=[O:12])=[CH:9][C:5]([C:6]([OH:8])=[O:7])=[CH:4][C:3]=1[N+:14]([O-:16])=[O:15].S(Cl)(Cl)=O.[CH3:21]O>>[CH3:1][C:2]1[C:10]([N+:11]([O-:13])=[O:12])=[CH:9][C:5]([C:6]([O:8][CH3:21])=[O:7])=[CH:4][C:3]=1[N+:14]([O-:16])=[O:15]. Product: CC1=C(C=C(C(=O)OC)C=C1[N+](=O)[O-])[N+](=O)[O-] (4-Methyl-3,5-dinitro-benzoic Acid, Methyl Ester). The yield is 90.0%. Starting materials: CC(C)C(=O)Cl, COC(=O)CC(C)=O, ClCCl, CCC(C)=O, [Ca+2], N, [OH-], [OH-]. The product is COC(=O)CC(=O)C(C)C. Reaction SMILES: [C:12]([CH:13]([CH3:14])[CH3:15])(=[O:16])[Cl:17].[C:1]([CH2:2][C:3]([CH3:4])=[O:5])(=[O:6])[O:7][CH3:8].[CH2:19]([Cl:20])[Cl:21].[CH2:22]([C:23]([CH3:24])=[O:25])[CH3:26].[Ca+2:10].[NH3:18].[OH-:11].[OH-:9]>>[C:1]([CH2:2][C:12]([CH:13]([CH3:14])[CH3:15])=[O:16])(=[O:6])[O:7][CH3:8].